describe an organic reaction: reactants, conditions, products, and yield From a dataset of the Open Reaction Database (ORD), a public repository of structured organic reaction records. Starting materials: aqueous solution, [Cl-].[Na+] (sodium chloride), O=C[C@H](O)[C@@H](O)[C@H](O)[C@H](O)CO (glucose), OCC(=O)[C@@H](O)[C@H](O)[C@H](O)CO (fructose), Cl (hydrogen chloride). Run in CC(C)CC(=O)C (MIBK). The product is OCC(=O)[C@@H](O)[C@H](O)[C@H](O)CO.O=C[C@H](O)[C@@H](O)[C@H](O)[C@H](O)CO (Fructose Glucose). As a reaction SMILES: [Cl-].[Na+].[O:3]=[CH:4][C@@H:5]([C@H:7]([C@@H:9]([C@@H:11]([CH2:13][OH:14])[OH:12])[OH:10])[OH:8])[OH:6].[OH:15][CH2:16][C:17]([C@H:19]([C@@H:21]([C@@H:23]([CH2:25][OH:26])[OH:24])[OH:22])[OH:20])=[O:18].Cl>CC(CC(C)=O)C>[OH:3][CH2:4][C:5]([C@H:7]([C@@H:9]([C@@H:11]([CH2:13][OH:14])[OH:12])[OH:10])[OH:8])=[O:6].[O:15]=[CH:16][C@@H:17]([C@H:19]([C@@H:21]([C@@H:23]([CH2:25][OH:26])[OH:24])[OH:22])[OH:20])[OH:18] |f:0.1,6.7|. Procedure: 2.5 mL of an aqueous solution of 245 g/L sodium chloride, 171 g/L glucose, 123 g/L fructose and 0.36 g/L hydrogen chloride was added 10 mL MIBK and stirred under a nitrogen atmosphere in a 25 mL sealed glass reactor tube at 140° C. for 1 hour. The reaction mixture was cooled and the organic phase was collected. To the aqueous phase was added 10 mL MIBK and 50 μL aqueous solution of 0.5M aluminum chloride. The mixture was stirred under a nitrogen atmosphere in a 25 mL sealed glass reactor tube at... Starting materials: C(C)(C)(C)OC(=O)N1C(CCC1)C=1NC(=NC1)C1=CC=C(C=C1)Br (2-[2-(4-Bromo-phenyl)-3H-imidazol-4-yl]-pyrrolidine-1-carboxylic acid tert-butyl ester), B1(OC(C(O1)(C)C)(C)C)B2OC(C(O2)(C)C)(C)C (bis(pinacolato)diboron), C(C)(=O)[O-].[K+] (potassium acetate). The reagents and catalysts are C=1C=CC(=CC1)[P](C=2C=CC=CC2)(C=3C=CC=CC3)[Pd]([P](C=4C=CC=CC4)(C=5C=CC=CC5)C=6C=CC=CC6)([P](C=7C=CC=CC7)(C=8C=CC=CC8)C=9C=CC=CC9)[P](C=1C=CC=CC1)(C=1C=CC=CC1)C=1C=CC=CC1 (Pd(PPh3)4), C=1C=CC(=CC1)[P](C=2C=CC=CC2)(C=3C=CC=CC3)[Pd]([P](C=4C=CC=CC4)(C=5C=CC=CC5)C=6C=CC=CC6)([P](C=7C=CC=CC7)(C=8C=CC=CC8)C=9C=CC=CC9)[P](C=1C=CC=CC1)(C=1C=CC=CC1)C=1C=CC=CC1 (Pd(PPh3)4). Solvent: O1CCOCC1 (1,4-dioxane), C(C)(=O)OCC (ethyl acetate). Reaction conditions: temperature 100 celsius, time 24 hour. Product: 442-(3H-Imidazol-4-yl)-pyrrolidine-1-carboxylic acid tert-butyl ester, C1(=CC=CC=C1)B(O)O (phenylboronic acid). Yield: 115.8%. RXN SMILES: C(OC(N1CCCC1C1NC([C:18]2[CH:23]=[CH:22][C:21](Br)=[CH:20][CH:19]=2)=NC=1)=O)(C)(C)C.[B:25]1(B2OC(C)(C)C(C)(C)O2)[O:29]C(C)(C)C(C)(C)[O:26]1.C([O-])(=O)C.[K+]>O1CCOCC1.C(OCC)(=O)C.C1C=CC([P]([Pd]([P](C2C=CC=CC=2)(C2C=CC=CC=2)C2C=CC=CC=2)([P](C2C=CC=CC=2)(C2C=CC=CC=2)C2C=CC=CC=2)[P](C2C=CC=CC=2)(C2C=CC=CC=2)C2C=CC=CC=2)(C2C=CC=CC=2)C2C=CC=CC=2)=CC=1>[C:18]1([B:25]([OH:29])[OH:26])[CH:23]=[CH:22][CH:21]=[CH:20][CH:19]=1 |f:2.3,^1:63,65,84,103|. Procedure details: A mixture of 2-[2-(4-Bromo-phenyl)-3H-imidazol-4-yl]-pyrrolidine-1-carboxylic acid tert-butyl ester (0.075 g), bis(pinacolato)diboron (0.102 g), Pd(PPh3)4 (0.011 g) and potassium acetate (0.049 g) in 1,4-dioxane (1.5 mL) was heated at 100° C. for 16 hours. More Pd(PPh3)4 (0.011 g) was added and the reaction was continued for 24 hours. Reaction mixture was cooled to ambient temperatures and diluted with ethyl acetate. Organic layer was washed with brine, dried (MgSO4), concentrated and purified b... Reactants: C(=O)(C(F)(F)F)O (TFA), ClC1=C(C(=C(C=C1OC)OC)Cl)C1=NC=C2C(=N1)NN=C2I (6-(2,6-dichloro-3,5-dimethoxyphenyl)-3-iodo-1H-pyrazolo[3,4-d]pyrimidine), O1CCC2=C1C=CC(=C2)B(O)O (2,3-dihydro-1-benzofuran-5-ylboronic acid). Yields the product ClC1=C(C(=C(C=C1OC)OC)Cl)C1=NC=C2C(=N1)NN=C2C=2C=CC1=C(CCO1)C2 (6-(2,6-Dichloro-3,5-dimethoxyphenyl)-3-(2,3-dihydro-1-benzofuran-5-yl)-1H-pyrazolo[3,4-d]pyrimidine). RXN SMILES: C(O)(C(F)(F)F)=O.[Cl:8][C:9]1[C:14]([O:15][CH3:16])=[CH:13][C:12]([O:17][CH3:18])=[C:11]([Cl:19])[C:10]=1[C:20]1[N:25]=[C:24]2[NH:26][N:27]=[C:28](I)[C:23]2=[CH:22][N:21]=1.[O:30]1[C:34]2[CH:35]=[CH:36][C:37](B(O)O)=[CH:38][C:33]=2[CH2:32][CH2:31]1>>[Cl:8][C:9]1[C:14]([O:15][CH3:16])=[CH:13][C:12]([O:17][CH3:18])=[C:11]([Cl:19])[C:10]=1[C:20]1[N:25]=[C:24]2[NH:26][N:27]=[C:28]([C:37]3[CH:36]=[CH:35][C:34]4[O:30][CH2:31][CH2:32][C:33]=4[CH:38]=3)[C:23]2=[CH:22][N:21]=1. Procedure: This compound was prepared as TFA salt by using procedures analogous to those described for the synthesis of Example 7, Step 3 starting from 6-(2,6-dichloro-3,5-dimethoxyphenyl)-3-iodo-1H-pyrazolo[3,4-d]pyrimidine and 2,3-dihydro-1-benzofuran-5-ylboronic acid. LCMS (M+H)+=443.0/445.0. The product is CC1C(O)CC(=O)N1c1ccc(C#N)c(C(F)(F)F)c1. The reactants are CC1C(O[Si](C)(C)C(C)(C)C)CC(=O)N1c1ccc(C#N)c(C(F)(F)F)c1, C1CCOC1, O. RXN SMILES: [C:1]([Si:2]([CH3:3])([CH3:4])[O:6][CH:7]1[CH:8]([CH3:25])[N:9]([c:13]2[cH:14][c:15]([C:21]([F:22])([F:23])[F:24])[c:16]([C:17]#[N:18])[cH:19][cH:20]2)[C:10](=[O:12])[CH2:11]1)([CH3:5])([CH3:26])[CH3:27].[CH2:29]1[O:30][CH2:31][CH2:32][CH2:33]1.[OH2:28]>>[OH:6][CH:7]1[CH:8]([CH3:25])[N:9]([c:13]2[cH:14][c:15]([C:21]([F:22])([F:23])[F:24])[c:16]([C:17]#[N:18])[cH:19][cH:20]2)[C:10](=[O:12])[CH2:11]1. Starting materials: CN(C)c1ccncc1, COC(=O)c1ccc(C(=O)Cl)cc1, COc1cc(F)ccc1Oc1ccccc1N, c1ccncc1, c1ccccc1. Product: COC(=O)c1ccc(C(=O)Nc2ccccc2Oc2ccc(F)cc2OC)cc1. Reaction SMILES: [CH3:43][N:44]([c:45]1[cH:46][cH:47][n:48][cH:49][cH:50]1)[CH3:51].[Cl:18][C:19](=[O:20])[c:21]1[cH:22][cH:23][c:24]([C:25](=[O:26])[O:27][CH3:28])[cH:29][cH:30]1.[F:1][c:2]1[cH:3][c:4]([O:16][CH3:17])[c:5]([O:6][c:7]2[c:8]([NH2:9])[cH:10][cH:11][cH:12][cH:13]2)[cH:14][cH:15]1.[cH:31]1[cH:32][cH:33][n:34][cH:35][cH:36]1.[cH:37]1[cH:38][cH:39][cH:40][cH:41][cH:42]1>>[F:1][c:2]1[cH:3][c:4]([O:16][CH3:17])[c:5]([O:6][c:7]2[c:8]([NH:9][C:19](=[O:20])[c:21]3[cH:22][cH:23][c:24]([C:25](=[O:26])[O:27][CH3:28])[cH:29][cH:30]3)[cH:10][cH:11][cH:12][cH:13]2)[cH:14][cH:15]1. Starting materials: Cl (HCl), COC(=O)C=1C=C2C(C=C(OC2=C(C1)C1N(CCC1)C(=O)OC(C)(C)C)N1C[C@H](OCC1)C)=O (tert-butyl 2-(6-(methoxycarbonyl)-2-((R)-2-methylmorpholino)-4-oxo-4H-chromen-8-yl)pyrrolidine-1-carboxylate). The solvent is C(Cl)Cl (DCM). Reaction conditions: time 16 hour. The product is C[C@H]1OCCN(C1)C=1OC2=C(C=C(C=C2C(C1)=O)C(=O)OC)C1NCCC1 (methyl 2-((R)-2-methylmorpholino)-4-oxo-8-(pyrrolidin-2-yl)-4H-chromene-6-carboxylate). The yield is 81.6%. RXN SMILES: Cl.[CH3:2][O:3][C:4]([C:6]1[CH:7]=[C:8]2[C:13](=[C:14]([CH:16]3[CH2:20][CH2:19][CH2:18][N:17]3C(OC(C)(C)C)=O)[CH:15]=1)[O:12][C:11]([N:28]1[CH2:33][CH2:32][O:31][C@H:30]([CH3:34])[CH2:29]1)=[CH:10][C:9]2=[O:35])=[O:5]>C(Cl)Cl>[CH3:34][C@@H:30]1[CH2:29][N:28]([C:11]2[O:12][C:13]3[C:8]([C:9](=[O:35])[CH:10]=2)=[CH:7][C:6]([C:4]([O:3][CH3:2])=[O:5])=[CH:15][C:14]=3[CH:16]2[CH2:20][CH2:19][CH2:18][NH:17]2)[CH2:33][CH2:32][O:31]1. Reported procedure: HCl 4N (6.24 mL, 24.97 mmol) was added to a stirred solution of tert-butyl 2-(6-(methoxycarbonyl)-2-((R)-2-methylmorpholino)-4-oxo-4H-chromen-8-yl)pyrrolidine-1-carboxylate (1.18 g, 2.50 mmol) in DCM (10 mL) at room temperature and stirred for 16 h. the solvents were evaporated and DCM (5 mL) and MeOH (5 mL) were added followed by 10% methanolic ammonia (7 N) in dichloromethane (5 mL). The solid was filtered and washed with a 1:1 mixture of DCM and MeOH. The solvent was evaporated to dryness and... Isolated yield 67.0%. Reaction conditions: temperature 45 celsius. The solvent is CN(C)C=O (DMF), O (water). As a reaction SMILES: Br[C:2]1[CH:3]=[C:4]([CH:8]=[CH:9][C:10]=1[OH:11])[C:5]([OH:7])=[O:6].[C:12]1(B(O)O)[CH:17]=[CH:16][CH:15]=[CH:14][CH:13]=1.C(=O)([O-])[O-].[Cs+].[Cs+].Cl>CN(C=O)C.C([O-])(=O)C.[Pd+2].C([O-])(=O)C.O>[C:12]1([C:2]2[CH:3]=[C:4]([CH:8]=[CH:9][C:10]=2[OH:11])[C:5]([OH:7])=[O:6])[CH:17]=[CH:16][CH:15]=[CH:14][CH:13]=1 |f:2.3.4,7.8.9|. Product: C1(=CC=CC=C1)C=1C=C(C(=O)O)C=CC1O (3-phenyl-4-hydroxybenzoic Acid). Procedure details: 3-Bromo-4-hydroxybenzoic acid (500 mg, 2.30 mmol, 1 eq.), phenylboronic acid (281 mg, 2.30 mmol, 1 eq.), palladium(II)acetate (16 mg, 0.069 mmol, 0.03 eq.) and 1.5M cesium carbonate (aqueous) (4.61 mL) were dissolved in DMF (10 mL) at room temperature under nitrogen then heated at 45° C. for 20 hours. Worked up by adding water (10 mL) then adjusting to pH=3 with 1N HCl. Extracted the acidic aqueous 3 times with ethyl acetate. The ethyl acetate layers were combined and rinsed 3 times with water (... Reactants: BrC=1C=C(C(=O)O)C=CC1O (3-Bromo-4-hydroxybenzoic acid), C1(=CC=CC=C1)B(O)O (phenylboronic acid), C([O-])([O-])=O.[Cs+].[Cs+] (cesium carbonate), Cl (HCl). The reagents and catalysts are C(C)(=O)[O-].[Pd+2].C(C)(=O)[O-] (palladium(II)acetate). The reactants are OC1=CC=C(C=C1)CC(=O)OC (methyl 2-(4-hydroxyphenyl)acetate), C=1(C(=CC=CC1)N)N (benzene-1,2-diamine). Solvent: CO (MeOH). Run at temperature 150 celsius. The product is N1C(=NC2=C1C=CC=C2)CC2=CC=C(C=C2)O (4-((1H-benzo[d]imidazol-2-yl)methyl)phenol). As a reaction SMILES: [OH:1][C:2]1[CH:7]=[CH:6][C:5]([CH2:8][C:9](OC)=O)=[CH:4][CH:3]=1.[C:13]1([NH2:20])[C:14]([NH2:19])=[CH:15][CH:16]=[CH:17][CH:18]=1>CO>[NH:19]1[C:14]2[CH:15]=[CH:16][CH:17]=[CH:18][C:13]=2[N:20]=[C:9]1[CH2:8][C:5]1[CH:6]=[CH:7][C:2]([OH:1])=[CH:3][CH:4]=1. Reported procedure: A mixture of methyl 2-(4-hydroxyphenyl)acetate (40.0 g, 241 mmol) and benzene-1,2-diamine (26.0 g, 241 mmol) in a sealed vessel was heated to 150° C. for 18 h. After cooling to room temperature, the mixture was diluted with MeOH and heated to 100 C for 1 h. The mixture was cooled to −20 C overnight, then filtered to collect 25.8 g (48%) of a lavender solid. MS (ESI, pos. ion) m/z: 225 (M+1). Starting materials: O=c1[nH]c2cc(Br)cc(C(F)(F)F)c2n1Cc1cccc(C(F)(F)F)c1, O=C([O-])O, CN(C)C=O, N#C[Cu], [Na+]. Product: N#Cc1cc(C(F)(F)F)c2c(c1)[nH]c(=O)n2Cc1cccc(C(F)(F)F)c1. Reaction SMILES: [Br:1][c:2]1[cH:3][c:4]2[c:5]([n:6]([CH2:10][c:11]3[cH:12][c:13]([C:17]([F:18])([F:19])[F:20])[cH:14][cH:15][cH:16]3)[c:7](=[O:9])[nH:8]2)[c:21]([C:23]([F:24])([F:25])[F:26])[cH:22]1.[C:30](=[O:31])([OH:32])[O-:33].[CH3:35][N:36]([CH3:37])[CH:38]=[O:39].[Cu:27][C:28]#[N:29].[Na+:34]>>[c:2]1([C:28]#[N:29])[cH:3][c:4]2[c:5]([n:6]([CH2:10][c:11]3[cH:12][c:13]([C:17]([F:18])([F:19])[F:20])[cH:14][cH:15][cH:16]3)[c:7](=[O:9])[nH:8]2)[c:21]([C:23]([F:24])([F:25])[F:26])[cH:22]1.